This data is from the Open Reaction Database (ORD), a public repository of structured organic reaction records. The task is: describe an organic reaction: reactants, conditions, products, and yield Reactants: O=C(NCCBr)c1cccc(CCC2CCNCC2)c1, CC#N, Cl, COC(=O)c1cncc(OC(=O)Oc2ccc([N+](=O)[O-])cc2)c1. Product: COC(=O)c1cncc(OC(=O)N2CCC(CCc3cccc(C(=O)NCCBr)c3)CC2)c1. RXN SMILES: [Br:2][CH2:3][CH2:4][NH:5][C:6]([c:7]1[cH:8][c:9]([CH2:13][CH2:14][CH:15]2[CH2:16][CH2:17][NH:18][CH2:19][CH2:20]2)[cH:10][cH:11][cH:12]1)=[O:21].[CH3:45][C:46]#[N:47].[ClH:1].[N+:22]([c:23]1[cH:24][cH:25][c:26]([O:29][C:30](=[O:27])[O:32][c:33]2[cH:34][n:35][cH:36][c:37]([C:38](=[O:39])[O:40][CH3:41])[cH:42]2)[cH:28][cH:31]1)([O-:43])=[O:44]>>[Br:2][CH2:3][CH2:4][NH:5][C:6]([c:7]1[cH:8][c:9]([CH2:13][CH2:14][CH:15]2[CH2:16][CH2:17][N:18]([C:30](=[O:29])[O:32][c:33]3[cH:34][n:35][cH:36][c:37]([C:38](=[O:39])[O:40][CH3:41])[cH:42]3)[CH2:19][CH2:20]2)[cH:10][cH:11][cH:12]1)=[O:21]. Reactants: C(C)C1(COC2=CC(=CC=C2C1CCCCCCCCCC(C(=O)O)CCCCCCC(C(F)(F)F)(F)F)O)C1=CC=C(C=C1)O (11-[(3RS,4RS)-3-ethyl-7-hydroxy-3-(4-hydroxyphenyl)chroman-4-yl]-2-(7,7,8,8,8-pentafluorooctyl)-undecanoic acid), FC(CCCCCC(C(=O)OCC)CCCCCCC=C)(C(F)(F)F)F (ethyl 2-(6,6,7,7,7-pentafluoroheptyl)-9-decenoate). The product is C(C)C1(COC2=CC(=CC=C2C1CCCCCCCCCC(C(=O)O)CCCCCC(C(F)(F)F)(F)F)O)C1=CC=C(C=C1)O (11-[(3RS,4RS)-3-ethyl-7-hydroxy-3-(4-hydroxyphenyl)chroman-4-yl]-2-(6,6,7,7,7-pentafluoroheptyl)undecanoic acid). RXN SMILES: [CH2:1]([C:3]1([C:40]2[CH:45]=[CH:44][C:43]([OH:46])=[CH:42][CH:41]=2)[CH:12]([CH2:13]CCCCCCCCC(CCCCCCC(F)(F)C(F)(F)F)C(O)=O)[C:11]2[C:6](=[CH:7][C:8]([OH:39])=[CH:9][CH:10]=2)[O:5][CH2:4]1)[CH3:2].[F:47][C:48]([F:72])([C:68]([F:71])([F:70])[F:69])[CH2:49][CH2:50][CH2:51][CH2:52][CH2:53][CH:54]([CH2:60][CH2:61][CH2:62][CH2:63][CH2:64][CH2:65][CH:66]=[CH2:67])[C:55]([O:57]CC)=[O:56]>>[CH2:1]([C:3]1([C:40]2[CH:41]=[CH:42][C:43]([OH:46])=[CH:44][CH:45]=2)[CH:12]([CH2:13][CH2:67][CH2:66][CH2:65][CH2:64][CH2:63][CH2:62][CH2:61][CH2:60][CH:54]([CH2:53][CH2:52][CH2:51][CH2:50][CH2:49][C:48]([F:47])([F:72])[C:68]([F:69])([F:70])[F:71])[C:55]([OH:57])=[O:56])[C:11]2[C:6](=[CH:7][C:8]([OH:39])=[CH:9][CH:10]=2)[O:5][CH2:4]1)[CH3:2]. Procedure details: Starting with the allyl compound prepared in Example 21 and the ethyl 2-(6,6,7,7,7-pentafluoroheptyl)-9-decenoate prepared in Example 7, the same procedure as shown in Example 21 was repeated to give 11-[(3RS,4RS)-3-ethyl-7-hydroxy-3-(4-hydroxyphenyl)chroman-4-yl]-2-(6,6,7,7,7-pentafluoroheptyl)undecanoic acid. Starting materials: C(CCO)O (1,3-propanediol), C1(=CC=C(C=C1)S(=O)(=O)O)C (p-toluenesulfonic acid), COC[C@@H]1N(CCC1)S(=O)(=O)C=1C=C2C(C(NC2=CC1)=O)=O (5-{[(2R)-2-(methoxymethyl)pyrrolidin-1-yl]sulfonyl}-1H-indole-2,3-dione). Solvent: C1=CC=CC=C1 (benzene). Product: COC[C@@H]1N(CCC1)S(=O)(=O)C=1C=C2C3(C(NC2=CC1)=O)OCCCO3 (5′-{[(2R)-2-(Methoxymethyl)pyrrolidin-1-yl]sulfonyl}spiro[1,3-dioxane-2,3′-indol]-2′(1′H)-one). Yield: 27.0%. Reaction SMILES: [CH3:1][O:2][CH2:3][C@H:4]1[CH2:8][CH2:7][CH2:6][N:5]1[S:9]([C:12]1[CH:13]=[C:14]2[C:18](=[CH:19][CH:20]=1)[NH:17][C:16](=[O:21])[C:15]2=[O:22])(=[O:11])=[O:10].[CH2:23](O)[CH2:24][CH2:25][OH:26].C1(C)C=CC(S(O)(=O)=O)=CC=1>C1C=CC=CC=1>[CH3:1][O:2][CH2:3][C@H:4]1[CH2:8][CH2:7][CH2:6][N:5]1[S:9]([C:12]1[CH:13]=[C:14]2[C:18](=[CH:19][CH:20]=1)[NH:17][C:16](=[O:21])[C:15]12[O:26][CH2:25][CH2:24][CH2:23][O:22]1)(=[O:11])=[O:10]. Procedure: To a rapidly and efficiently stirred mixture of 5-{[(2R)-2-(methoxymethyl)pyrrolidin-1-yl]sulfonyl}-1H-indole-2,3-dione (4.21 g, 13.0 mmol) in benzene (300 mL), was added 1,3-propanediol (3.81 mL, 52 mmol, 4 eq) and p-toluenesulfonic acid (0.989 g, 5.2 mmol, 0.4 mole % ) and the reaction was refluxed with a Dean Stark Trap for 4.5 hours under a dry N2 atmosphere. After cooling to room temperature the reaction was washed with sat. aq. NaHCO3 (3×), water (3×), brine (3×), dried over MgSO4, and con... Reported procedure: Prepared from compound 1 and 3-phenyl-2-[trans]propenylchloride as described for compound 78. Purified by chromatography (dichloromethane). Crystallized from diethyl ether at -20° C. M.p. 76°-79° C. RXN SMILES: [CH3:1][O:2][C:3]1[CH:4]=[C:5]([C:11]2[C@H:20]3[C@H:15]([CH2:16][CH2:17][CH2:18][CH2:19]3)[C:14](=[O:21])[NH:13][N:12]=2)[CH:6]=[CH:7][C:8]=1[O:9][CH3:10].[C:22]1(/[CH:28]=[CH:29]/[CH2:30]Cl)[CH:27]=[CH:26][CH:25]=[CH:24][CH:23]=1.C(N1N=C(C2C=CC(OC)=C(OC)C=2)[C@H]2[C@H](CCCC2)C1=O)C1C=CC=CC=1>>[CH3:1][O:2][C:3]1[CH:4]=[C:5]([C:11]2[C@H:20]3[C@H:15]([CH2:16][CH2:17][CH2:18][CH2:19]3)[C:14](=[O:21])[N:13]([CH2:30]/[CH:29]=[CH:28]/[C:22]3[CH:27]=[CH:26][CH:25]=[CH:24][CH:23]=3)[N:12]=2)[CH:6]=[CH:7][C:8]=1[O:9][CH3:10]. Product: COC=1C=C(C=CC1OC)C1=NN(C([C@H]2CCCC[C@@H]12)=O)C\C=C\C1=CC=CC=C1 ((cis)-4-(3,4-Dimethoxyphenyl)-2-(3-phenyl-2-[trans]propenyl)-4a,5,6,7,8,8a-hexahydro-2H-phthalazin-1-one). The reactants are COC=1C=C(C=CC1OC)C1=NNC([C@H]2CCCC[C@@H]12)=O ((cis)-4-(3,4-Dimethoxyphenyl)-4a,5,6,7,8,8a-hexahydro-2H-phthalazin-1-one), C1(=CC=CC=C1)/C=C/CCl (3-phenyl-2-[trans]propenylchloride), C(C1=CC=CC=C1)N1C([C@H]2CCCC[C@H]2C(=N1)C1=CC(=C(C=C1)OC)OC)=O ((cis)-2-Benzyl-4-(3,4-dimethoxyphenyl)-4a,5,6,7,8,8a-hexahydro-2H-phthalazin-1-one). The reactants are C(CC1=CC=CC=C1)C1=C(C(=O)O)C=CC=C1 (2-(phenethyl)benzoic acid), C(C(=O)Cl)(=O)Cl (oxalyl chloride). The reagents and catalysts are CN(C)C=O (DMF). Solvent: ClCCl (dichloromethane). Run at temperature -70 celsius, time 1.5 hour. Product: C(CC1=CC=CC=C1)C1=C(C=O)C=CC=C1 (2-(phenethyl)benzaldehyde). RXN SMILES: [CH2:1]([C:9]1[CH:17]=[CH:16][CH:15]=[CH:14][C:10]=1[C:11](O)=[O:12])[CH2:2][C:3]1[CH:8]=[CH:7][CH:6]=[CH:5][CH:4]=1.C(Cl)(=O)C(Cl)=O>CN(C=O)C.ClCCl>[CH2:1]([C:9]1[CH:17]=[CH:16][CH:15]=[CH:14][C:10]=1[CH:11]=[O:12])[CH2:2][C:3]1[CH:8]=[CH:7][CH:6]=[CH:5][CH:4]=1. Procedure details: A mixture of 2-(phenethyl)benzoic acid (commercially available) (11.3 g), oxalyl chloride (5.2 ml), and DMF (2 drops) in dichloromethane (100 ml) was stirred for 1.5 hours. The resulting solution was evaporated and the residue dissolved in diglyme (75 ml) and cooled to -70° C. Li(OtBu)3H (100 ml of 0.5M solution in diglyme) was added dropwise over 45 minutes and the mixture stirred at -70° C. for 1 hour. The solution was poured into 2N aqueous hydrochloric acid and the mixture extracted with iso... Product: CC(C)N1CCN(c2ccc(N)cn2)CC1. Starting materials: CC(=O)O, CCO, CC(C)N1CCN(c2ccc([N+](=O)[O-])cn2)CC1, [Fe], N, O. RXN SMILES: [C:25]([OH:26])(=[O:27])[CH3:28].[CH3:19][CH2:20][OH:21].[CH:1]([CH3:2])([CH3:3])[N:4]1[CH2:5][CH2:6][N:7]([c:10]2[n:11][cH:12][c:13]([N+:16]([O-:17])=[O:18])[cH:14][cH:15]2)[CH2:8][CH2:9]1.[Fe:24].[NH3:23].[OH2:22]>>[CH:1]([CH3:2])([CH3:3])[N:4]1[CH2:5][CH2:6][N:7]([c:10]2[n:11][cH:12][c:13]([NH2:16])[cH:14][cH:15]2)[CH2:8][CH2:9]1. Procedure details: A mixture of 30 parts of ethyl 4-[2-(3-methoxyphenyl)-1,3-dioxolan-2-ylmethyl]-1-piperidinecarboxylate, 225 parts of a hydrobromic acid solution 48% in water and a small amount of 2-propanol is stirred and refluxed for 2 hours. The reaction mixture is cooled. The precipitated product is filtered off and dried, yielding 9.5 parts (30%) of 1-(3-methoxyphenyl)-2-(4-piperidinyl)ethanone hydrobromide. Starting materials: CC(C)O (2-propanol), 30, COC=1C=C(C=CC1)C1(OCCO1)CC1CCN(CC1)C(=O)OCC (ethyl 4-[2-(3-methoxyphenyl)-1,3-dioxolan-2-ylmethyl]-1-piperidinecarboxylate), Br (hydrobromic acid). As a reaction SMILES: [CH3:1][O:2][C:3]1[CH:4]=[C:5]([C:9]2([CH2:14][CH:15]3[CH2:20][CH2:19][N:18](C(OCC)=O)[CH2:17][CH2:16]3)OCC[O:10]2)[CH:6]=[CH:7][CH:8]=1.[BrH:26].CC(O)C>O>[BrH:26].[CH3:1][O:2][C:3]1[CH:4]=[C:5]([C:9](=[O:10])[CH2:14][CH:15]2[CH2:20][CH2:19][NH:18][CH2:17][CH2:16]2)[CH:6]=[CH:7][CH:8]=1 |f:4.5|. The product is Br.COC=1C=C(C=CC1)C(CC1CCNCC1)=O (1-(3-methoxyphenyl)-2-(4-piperidinyl)ethanone hydrobromide). Solvent: O (water). Isolated yield 30.0%.